Dataset: the Open Reaction Database (ORD), a public repository of structured organic reaction records. Task: describe an organic reaction: reactants, conditions, products, and yield Reactants: ClCC(=O)C1=CC=C(C=C1)CC(=O)OCC (ethyl 4-(chloroacetyl)phenylacetate), C(C)O (ethanol), NC1=NC=CC=C1 (2-aminopyridine). Solvent: CCOCC (ether). Yields the product N=1C(=CN2C1C=CC=C2)C2=CC=C(C=C2)CC(=O)OCC (ethyl 4-(imidazo[1,2-a]pyridin-2-yl)phenylacetate). Isolated yield 39.4%. Reaction SMILES: Cl[CH2:2][C:3]([C:5]1[CH:10]=[CH:9][C:8]([CH2:11][C:12]([O:14][CH2:15][CH3:16])=[O:13])=[CH:7][CH:6]=1)=O.C(O)C.[NH2:20][C:21]1[CH:26]=[CH:25][CH:24]=[CH:23][N:22]=1>CCOCC>[N:20]1[C:3]([C:5]2[CH:10]=[CH:9][C:8]([CH2:11][C:12]([O:14][CH2:15][CH3:16])=[O:13])=[CH:7][CH:6]=2)=[CH:2][N:22]2[CH:23]=[CH:24][CH:25]=[CH:26][C:21]=12. Procedure: A mixture of 96 g of ethyl 4-(chloroacetyl)phenylacetate, 200 ml of ethanol and 64 g of 2-aminopyridine is heated under reflux for 2 hours. The ethanol is distilled off under reduced pressure, and water is added to the residue. The mixture is extracted with benzene, and the extract is washed with water, dried and concentrated to give a brown oil. To the oil is added ether, and the crystalline precipitate is filtered off and recrystallized from a mixture of benzene and petroleum ether to give 44 ... Reactants: [N+](=O)(O)[O-] (nitric acid), ClC1=C(C=C(C(=O)O)C=C1)S(=O)(=O)C (4-chloro-3-methylsulfonylbenzoic acid), ice water. The solvent is S(O)(O)(=O)=O (sulfuric acid), S(O)(O)(=O)=O (sulfuric acid). Conditions: time 5 hour. The product is ClC1=C(C=C(C(=O)O)C=C1[N+](=O)[O-])S(=O)(=O)C (4-chloro-3-methylsulfonyl-5-nitrobenzoic acid). Reaction SMILES: [N+:1]([O-:4])(O)=[O:2].[Cl:5][C:6]1[CH:14]=[CH:13][C:9]([C:10]([OH:12])=[O:11])=[CH:8][C:7]=1[S:15]([CH3:18])(=[O:17])=[O:16]>S(=O)(=O)(O)O>[Cl:5][C:6]1[C:14]([N+:1]([O-:4])=[O:2])=[CH:13][C:9]([C:10]([OH:12])=[O:11])=[CH:8][C:7]=1[S:15]([CH3:18])(=[O:16])=[O:17]. Procedure details: To the mixture of conc. sulfuric acid (53.3 ml) and conc. nitric acid (36.0 ml) was added dropwise a solution of 4-chloro-3-methylsulfonylbenzoic acid (22.5 g) in conc. sulfuric acid (135.0 ml) for 10 minutes at 20°-30° C., and the mixture was stirred for 5 hours at 75°-80° C. After ice-cooling, the mixture was poured into ice-water and isolated precipitate was collected by filtration to give 4-chloro-3-methylsulfonyl-5-nitrobenzoic acid (24.85 g). The reactants are ClC1=CC=C(C=C1)C([C@H](CCC)C1=CC=C(C(=O)OC(C)(C)C)C=C1)(O)C1=C2C=CC(=NC2=CC=C1)OC (tert-Butyl 4-{(1R)-1-[(4-chlorophenyl)(2-methoxylquinolin-5-yl)(hydroxyl)methyl]butyl}benzoate), C(C)[SiH](CC)CC (triethylsilane). Run in C(Cl)Cl (CH2Cl2). Reaction conditions: temperature -78 celsius. Product: ClC1=CC=C(C=C1)C([C@H](CCC)C1=CC=C(C(=O)O)C=C1)C1=C2C=CC(=NC2=CC=C1)OC (4-{(1S)-1-[(4-chlorophenyl)(2-methoxyquinolin-5-yl)methyl]butyl}benzoic acid). RXN SMILES: [Cl:1][C:2]1[CH:7]=[CH:6][C:5]([C:8]([C:27]2[CH:36]=[CH:35][CH:34]=[C:33]3[C:28]=2[CH:29]=[CH:30][C:31]([O:37][CH3:38])=[N:32]3)(O)[C@@H:9]([C:13]2[CH:25]=[CH:24][C:16]([C:17]([O:19]C(C)(C)C)=[O:18])=[CH:15][CH:14]=2)[CH2:10][CH2:11][CH3:12])=[CH:4][CH:3]=1.C([SiH](CC)CC)C>C(Cl)Cl>[Cl:1][C:2]1[CH:7]=[CH:6][C:5]([CH:8]([C:27]2[CH:36]=[CH:35][CH:34]=[C:33]3[C:28]=2[CH:29]=[CH:30][C:31]([O:37][CH3:38])=[N:32]3)[C@@H:9]([C:13]2[CH:25]=[CH:24][C:16]([C:17]([OH:19])=[O:18])=[CH:15][CH:14]=2)[CH2:10][CH2:11][CH3:12])=[CH:4][CH:3]=1. Procedure: The product of step A (85 mg, 0.160 mmol) was dissolved in CH2Cl2 (15 mL) and triethylsilane (0.26 ml, 1.6 mmol) was added. The solution was cooled to −78° C., then BF3 gas was slowly bubbled through the solution until it was saturated (less than one minute, at the time fuming BF3 was observed from a small needle venting from the flask). The mixture was allowed to warm gradually to −20° C. When all starting material was consumed by LC/MS analysis, 1N HCl (aq) was added and the mixture was allowe... Reactants: FC=1C=C(C(=O)NC=2C=NC(=C(C2)C2=CC=C3C4=C(NC3=C2)N=CN=C4)C)C=C(C1)C(F)(F)F (3-fluoro-N-[6-methyl-5-(9H-pyrimido[4,5-b]indol-7-yl)pyridin-3-yl]-5-(trifluoromethyl)benzamide), N1C=NC=C1 (1H-imidazole), C([O-])([O-])=O.[K+].[K+] (potassium carbonate). Solvent: CN(C=O)C (N,N-dimethylformamide), C1CCOC1 (THF). Reaction conditions: temperature 120 celsius. Product: FC(C(=O)O)(F)F.FC(C(=O)O)(F)F.FC(C(=O)O)(F)F.N1(C=NC=C1)C=1C=C(C(=O)NC=2C=NC(=C(C2)C2=CC=C3C4=C(NC3=C2)N=CN=C4)C)C=C(C1)C(F)(F)F (3-(1H-imidazol-1-yl)-N-[6-methyl-5-(9H-pyrimido[4,5-b]indol-7-yl)pyridin-3-yl]-5-(trifluoromethyl)benzamide tris(trifluoroacetate)). Reaction SMILES: F[C:2]1[CH:3]=[C:4]([CH:28]=[C:29]([C:31]([F:34])([F:33])[F:32])[CH:30]=1)[C:5]([NH:7][C:8]1[CH:9]=[N:10][C:11]([CH3:27])=[C:12]([C:14]2[CH:22]=[C:21]3[C:17]([C:18]4[CH:26]=[N:25][CH:24]=[N:23][C:19]=4[NH:20]3)=[CH:16][CH:15]=2)[CH:13]=1)=[O:6].[NH:35]1[CH:39]=[CH:38][N:37]=[CH:36]1.[C:40](=[O:43])([O-])[O-:41].[K+].[K+]>CN(C)C=O.C1COCC1>[F:32][C:31]([F:34])([F:33])[C:40]([OH:41])=[O:43].[F:32][C:31]([F:34])([F:33])[C:40]([OH:41])=[O:43].[F:32][C:31]([F:34])([F:33])[C:40]([OH:41])=[O:43].[N:35]1([C:2]2[CH:3]=[C:4]([CH:28]=[C:29]([C:31]([F:33])([F:32])[F:34])[CH:30]=2)[C:5]([NH:7][C:8]2[CH:9]=[N:10][C:11]([CH3:27])=[C:12]([C:14]3[CH:22]=[C:21]4[C:17]([C:18]5[CH:26]=[N:25][CH:24]=[N:23][C:19]=5[NH:20]4)=[CH:16][CH:15]=3)[CH:13]=2)=[O:6])[CH:39]=[CH:38][N:37]=[CH:36]1 |f:2.3.4,7.8.9.10|. Reported procedure: To a solution of 3-fluoro-N-[6-methyl-5-(9H-pyrimido[4,5-b]indol-7-yl)pyridin-3-yl]-5-(trifluoromethyl)benzamide (0.023 g, 0.049 mmol) in N,N-dimethylformamide (0.50 mL) was added 1H-imidazole (0.016 g, 0.24 mmol) and potassium carbonate (0.034 g, 0.25 mmol) and was heated at 120° C. for 16 hours. The reaction was diluted with THF, was filtered, was rotovaped and was purified by preparative LC to give the product. 1H NMR (400 MHZ, DMSO-D6): δ 13.06 (brs, 1H), 10.99 (s, 1H), 9.65 (s, 1H), 9.54 (b...